Dataset: the Open Reaction Database (ORD), a public repository of structured organic reaction records. Task: describe an organic reaction: reactants, conditions, products, and yield Product: O=C(O)c1cc(-c2ccc(F)cc2F)cc(I)c1O. Starting materials: CO, [O-]Cl, Cl, [I-], [Na+], [Na+], [Na+], [Na+], [Na+], [OH-], O=C(O)c1cc(-c2ccc(F)cc2F)ccc1O, O=S([O-])([O-])=S. Reaction SMILES: [CH3:34][OH:35].[Cl:23][O-:24].[ClH:33].[I-:2].[Na+:1].[Na+:25].[Na+:31].[Na+:32].[Na+:4].[OH-:3].[OH:5][C:6](=[O:7])[c:8]1[cH:9][c:10](-[c:15]2[cH:16][cH:17][c:18]([F:19])[cH:20][c:21]2[F:22])[cH:11][cH:12][c:13]1[OH:14].[S:26]([O-:27])([O-:28])(=[O:29])=[S:30]>>[I:2][c:12]1[cH:11][c:10](-[c:15]2[cH:16][cH:17][c:18]([F:19])[cH:20][c:21]2[F:22])[cH:9][c:8]([C:6]([OH:5])=[O:7])[c:13]1[OH:14].